This data is from the Open Reaction Database (ORD), a public repository of structured organic reaction records. The task is: describe an organic reaction: reactants, conditions, products, and yield Reagents/catalysts: c1ccc(cc1)-c2c3ccccc3cc4ccccc24 (9-Phenylanthracene). Reaction conditions: temperature 25 celsius, time 18 hour. RXN SMILES: [NH2:1][c:2]1[n:7][cH:6][c:5]([c:8]2[c:16]([c:12]3[n:11][c:10]([N:23]4[C@@H:28]([CH2:29]O)[CH2:27][O:26][CH2:25][CH2:24]4)[n:9]2)[CH2:15][CH2:14][N:13]3[CH:17]5[CH2:22][C:19]([F:21])([F:20])[CH2:18]5)[cH:4][n:3]1.[F:30]C(C(S(NS(C(C(F)(F)F)(F)F)(=O)=O)(=O)=O)(F)F)(F)F>>[NH2:1][c:2]1[n:7][cH:6][c:5]([c:8]2[c:16]([c:12]3[n:11][c:10]([N:23]4[C@@H:28]([CH2:29][F:30])[CH2:27][O:26][CH2:25][CH2:24]4)[n:9]2)[CH2:15][CH2:14][N:13]3[CH:17]5[CH2:22][C:19]([F:21])([F:20])[CH2:18]5)[cH:4][n:3]1. The product is Nc1ncc(cn1)c2nc(nc3N(CCc23)C4CC(F)(F)C4)N5CCOC[C@@H]5CF. Solvent: C1CCOC1 (THF). Reactants: S(C(C(F)(F)F)(F)F)(NS(C(C(F)(F)F)(F)F)(=O)=O)(=O)=O, n1c(nc2c(c1c1cnc(nc1)N)CCN2C1CC(C1)(F)F)N1CCOC[C@@H]1CO. The reactants are CC(C)COC(=O)Cl, CN1CCOCC1, CNC(C)=O, Cl, N#Cc1ccc(CC2CCNCC2)cc1, O=C(O)C(=O)Nc1ccc2[nH]c(=O)oc2c1. The product is N#Cc1ccc(CC2CCN(C(=O)C(=O)Nc3ccc4[nH]c(=O)oc4c3)CC2)cc1. RXN SMILES: [CH2:29]([O:30][C:31]([Cl:32])=[O:33])[CH:34]([CH3:35])[CH3:36].[CH3:17][N:18]1[CH2:19][CH2:20][O:21][CH2:22][CH2:23]1.[CH3:24][NH:25][C:26]([CH3:27])=[O:28].[ClH:37].[NH:38]1[CH2:39][CH2:40][CH:41]([CH2:44][c:45]2[cH:46][cH:47][c:48]([C:49]#[N:50])[cH:51][cH:52]2)[CH2:42][CH2:43]1.[O:1]=[c:2]1[o:3][c:4]2[c:5]([nH:6]1)[cH:7][cH:8][c:9]([NH:11][C:12]([C:13](=[O:14])[OH:15])=[O:16])[cH:10]2>>[O:1]=[c:2]1[o:3][c:4]2[c:5]([nH:6]1)[cH:7][cH:8][c:9]([NH:11][C:12]([C:13](=[O:15])[N:38]1[CH2:39][CH2:40][CH:41]([CH2:44][c:45]3[cH:46][cH:47][c:48]([C:49]#[N:50])[cH:51][cH:52]3)[CH2:42][CH2:43]1)=[O:16])[cH:10]2. Yields the product BrC1=CC=C(CN2C(N(C(C3=C2C2=C(O3)C=CC=C2)=O)O)=O)C=C1 (1-(4-Bromo-benzyl)-3-hydroxy-1H-benzo[4,5]furo[3,2-d]pyrimidine-2,4-dione). Starting materials: D1, COC1=C(CON2C(NC3=C(C2=O)OC2=C3C=CC=C2)=O)C=CC(=C1)OC (3-(2,4-dimethoxy-benzyloxy)-1H-benzo[4,5]furo[3,2-d]pyrimidine-2,4-dione), BrC1=CC=C(CBr)C=C1 (4-bromobenzyl bromide). Reported procedure: Following general procedure B2 and D1, 3-(2,4-dimethoxy-benzyloxy)-1H-benzo[4,5]furo[3,2-d]pyrimidine-2,4-dione was alkylated with 4-bromobenzyl bromide and subsequently deprotected to provide the title compound as a white solid. 1H NMR (d6-DMSO, 300 MHz) δ 5.52 (s, 2H); 7.29-7.40 (m, 3H); 7.52 (d, J=8 Hz, 2H); 7.60 (dd, J=8 Hz, 1H); 7.75-7.81 (m, 2H); Ret. time=2.70 min., m/z=387.0. Reaction SMILES: COC1C=C(OC)C=CC=1C[O:6][N:7]1[C:12](=[O:13])[C:11]2[O:14][C:15]3[CH:20]=[CH:19][CH:18]=[CH:17][C:16]=3[C:10]=2[NH:9][C:8]1=[O:21].[Br:28][C:29]1[CH:36]=[CH:35][C:32]([CH2:33]Br)=[CH:31][CH:30]=1>>[Br:28][C:29]1[CH:36]=[CH:35][C:32]([CH2:33][N:9]2[C:10]3[C:16]4[CH:17]=[CH:18][CH:19]=[CH:20][C:15]=4[O:14][C:11]=3[C:12](=[O:13])[N:7]([OH:6])[C:8]2=[O:21])=[CH:31][CH:30]=1. The reactants are C1(=CC=CC=C1)C (toluene), CC(C)C(C=O)C1=CC(=C(C=C1)OC)OC (α-(1-methylethyl)-3,4-dimethoxybenzeneacetaldehyde), Cl.NO (hydroxylamine hydrochloride), C([O-])(O)=O.[Na+] (sodium bicarbonate). Run in O (water), CO (methanol). Conditions: time 30 minute. The product is CC(C)C(C=NO)C1=CC(=C(C=C1)OC)OC (α-(1-Methylethyl)-3,4-dimethoxybenzeneacetaldoxime). Yield: 91.4%. RXN SMILES: [CH3:1][CH:2]([CH:4]([C:7]1[CH:12]=[CH:11][C:10]([O:13][CH3:14])=[C:9]([O:15][CH3:16])[CH:8]=1)[CH:5]=O)[CH3:3].C(=O)(O)[O-].[Na+].Cl.[NH2:23][OH:24].C1(C)C=CC=CC=1>CO.O>[CH3:1][CH:2]([CH:4]([C:7]1[CH:12]=[CH:11][C:10]([O:13][CH3:14])=[C:9]([O:15][CH3:16])[CH:8]=1)[CH:5]=[N:23][OH:24])[CH3:3] |f:1.2,3.4|. Procedure: 44.44 Grams (0.02 moles) of α-(1-methylethyl)-3,4-dimethoxybenzeneacetaldehyde prepared in example 2 are dissolved in 180 ml of methanol, then 17.64 g (0.21 moles) of sodium bicarbonate are added and, finally, 14.60 g (0.21 moles) of hydroxylamine hydrochloride are added portionwise in 30 minutes. After stirring for an additional 30 minutes, 150 ml of toluene and 150 ml of water are added and the layers are separated. The aqueous phase is discarded. The toluene phases are collected together, was...